From a dataset of the Open Reaction Database (ORD), a public repository of structured organic reaction records. describe an organic reaction: reactants, conditions, products, and yield Reaction SMILES: Br[CH2:2][C:3]([C:5]1[CH:6]=[CH:7][C:8]2[S:12](=[O:14])(=[O:13])[CH:11]=[CH:10][C:9]=2[CH:15]=1)=[O:4].Cl.[C@@H:17]12[N:24]([CH2:25][C@@H:26]([C:28]3[C:29]([CH3:38])=[C:30]4[C:34](=[CH:35][CH:36]=3)[C:33](=[O:37])[O:32][CH2:31]4)[OH:27])[C@@H:21](CC1)[CH2:20][NH:19][CH2:18]2.C(N(CC)C(C)C)(C)C>C1COCC1>[O:13]=[S:12]1(=[O:14])[C:8]2[CH:7]=[CH:6][C:5]([C:3](=[O:4])[CH2:2][N:19]3[CH2:18][CH2:17][N:24]([CH2:25][C@@H:26]([C:28]4[CH:36]=[CH:35][C:34]5[C:33](=[O:37])[O:32][CH2:31][C:30]=5[C:29]=4[CH3:38])[OH:27])[CH2:21][CH2:20]3)=[CH:15][C:9]=2[CH:10]=[CH:11]1 |f:1.2|. The solvent is C1CCOC1 (THF). Procedure: To a solution of 2-bromo-1-(1,1-dioxido-1-benzothiophen-5-yl)ethanone (50 mg, 0.17 mmol) in 1.0 mL THF and 5-[(1R)-1-hydroxy-2-(piperazin-1-yl)ethyl]-4-methyl-2-benzofuran-1(3H)-one hydrochloride (INTERMEDIATE 12) (61 mg, 0.17 mmol) was added N,N-diisopropylethylamine (0.70 mmol, 120 μL) and allowed to stir at ambient temperature for 2 hours. The reaction was quenched by the addition of water and extracted three times with ethyl acetate (10 mL). The combined organic layers were then dried over s... Reactants: BrCC(=O)C=1C=CC2=C(C=CS2(=O)=O)C1 (2-bromo-1-(1,1-dioxido-1-benzothiophen-5-yl)ethanone), Cl.[C@H]12CNC[C@H](CC1)N2C[C@H](O)C=2C(=C1COC(C1=CC2)=O)C (5-((R)-2-((1R,5S)-3,8-diazabicyclo[3.2.1]octan-8-yl)-1-hydroxyethyl)-4-methylisobenzofuran-1(3H)-one hydrochloride), Cl.[C@H]12CNC[C@H](CC1)N2C[C@H](O)C=2C(=C1COC(C1=CC2)=O)C (5-((R)-2-((1R,5S)-3,8-diazabicyclo[3.2.1]octan-8-yl)-1-hydroxyethyl)-4-methylisobenzofuran-1(3H)-one hydrochloride), C(C)(C)N(C(C)C)CC (N,N-diisopropylethylamine). The product is O=S1(C=CC2=C1C=CC(=C2)C(CN2CCN(CC2)C[C@H](O)C2=C(C1=C(C(OC1)=O)C=C2)C)=O)=O (5-[(1R)-2-{4-[2-(1,1-dioxido-1-benzothiophen-5-yl)-2-oxoethyl]piperazin-1-yl}-1-hydroxyethyl]-4-methyl-2-benzofuran-1 (3H)-one). Reaction conditions: time 2 hour. The reactants are CN(C)C(N)=O, CNC, Clc1ccc(Cl)c(Cl)c1, CN(C)C(=O)Nc1cccc(C(Cl)(Cl)Cl)c1, Nc1cccc(C(F)(F)F)c1. Yields the product CN(C)C(=O)Nc1cccc(C(F)(F)F)c1. RXN SMILES: [CH3:12][N:13]([C:14](=[O:15])[NH2:16])[CH3:17].[CH3:27][NH:28][CH3:29].[Cl:18][c:19]1[cH:20][c:21]([Cl:22])[c:23]([Cl:24])[cH:25][cH:26]1.[Cl:30][C:31]([Cl:32])([Cl:33])[c:34]1[cH:35][c:36]([NH:37][C:38]([N:39]([CH3:40])[CH3:41])=[O:42])[cH:43][cH:44][cH:45]1.[F:1][C:2]([c:3]1[cH:4][c:5]([NH2:6])[cH:7][cH:8][cH:9]1)([F:10])[F:11]>>[F:1][C:2]([c:3]1[cH:4][c:5]([NH:6][C:14]([N:13]([CH3:12])[CH3:17])=[O:15])[cH:7][cH:8][cH:9]1)([F:10])[F:11]. The reactants are CCOC(=O)C(=O)OCC, CC(=O)c1ccccc1, [H-], [Na+], CN(C)C=O. Product: CCOC(=O)C(=O)CC(=O)c1ccccc1. As a reaction SMILES: [C:10]([C:11](=[O:12])[O:13][CH2:14][CH3:15])(=[O:16])[O:17][CH2:18][CH3:19].[CH3:1][C:2](=[O:3])[c:4]1[cH:5][cH:6][cH:7][cH:8][cH:9]1.[H-:21].[Na+:20].[O:22]=[CH:23][N:24]([CH3:25])[CH3:26]>>[CH2:1]([C:2](=[O:3])[c:4]1[cH:5][cH:6][cH:7][cH:8][cH:9]1)[C:10]([C:11](=[O:12])[O:13][CH2:14][CH3:15])=[O:16]. Product: [Br-], O=C(O)C(F)(F)CCC[P+](c1ccccc1)(c1ccccc1)c1ccccc1. The reactants are O=C(O)C(F)(F)CCCBr, CC#N, Cc1ccccc1, c1ccc(P(c2ccccc2)c2ccccc2)cc1. As a reaction SMILES: [Br:23][CH2:24][CH2:25][CH2:26][C:27]([C:28](=[O:29])[OH:30])([F:31])[F:32].[CH3:1][C:2]#[N:3].[CH3:33][c:34]1[cH:35][cH:36][cH:37][cH:38][cH:39]1.[c:4]1([P:10]([c:11]2[cH:12][cH:13][cH:14][cH:15][cH:16]2)[c:17]2[cH:18][cH:19][cH:20][cH:21][cH:22]2)[cH:5][cH:6][cH:7][cH:8][cH:9]1>>[Br-:23].[c:4]1([P+:10]([c:11]2[cH:12][cH:13][cH:14][cH:15][cH:16]2)([c:17]2[cH:18][cH:19][cH:20][cH:21][cH:22]2)[CH2:24][CH2:25][CH2:26][C:27]([C:28](=[O:29])[OH:30])([F:31])[F:32])[cH:5][cH:6][cH:7][cH:8][cH:9]1. The reactants are FC1=C(C=CC(=C1)F)C1=NC(=NC=N1)NC1=CC(=CC=C1)CS(=O)(=O)C (4-(2,4-difluorophenyl)-N-{3-[(methylsulfonyl)methyl]phenyl}-1,3,5-triazin-2-amine), intermediate 42.1, FC1=C(CO)C=C(C(=C1)F)F (2,4,5-trifluorobenzyl alcohol). Product: FC1=CC(=C(C=C1)C1=NC(=NC=N1)NC1=CC(=CC=C1)CS(=O)(=O)C)OCC1=C(C=C(C(=C1)F)F)F (4-{4-Fluoro-2-[(2,4,5-trifluorobenzyl)oxy]phenyl}-N-{3-[(methylsulfonyl)-methyl]phenyl}-1,3,5-triazin-2-amine). As a reaction SMILES: F[C:2]1[CH:7]=[C:6]([F:8])[CH:5]=[CH:4][C:3]=1[C:9]1[N:14]=[CH:13][N:12]=[C:11]([NH:15][C:16]2[CH:21]=[CH:20][CH:19]=[C:18]([CH2:22][S:23]([CH3:26])(=[O:25])=[O:24])[CH:17]=2)[N:10]=1.[F:27][C:28]1[CH:35]=[C:34]([F:36])[C:33]([F:37])=[CH:32][C:29]=1[CH2:30][OH:31]>>[F:8][C:6]1[CH:5]=[CH:4][C:3]([C:9]2[N:14]=[CH:13][N:12]=[C:11]([NH:15][C:16]3[CH:21]=[CH:20][CH:19]=[C:18]([CH2:22][S:23]([CH3:26])(=[O:25])=[O:24])[CH:17]=3)[N:10]=2)=[C:2]([O:31][CH2:30][C:29]2[CH:32]=[C:33]([F:37])[C:34]([F:36])=[CH:35][C:28]=2[F:27])[CH:7]=1. Procedure: Starting with 4-(2,4-difluorophenyl)-N-{3-[(methylsulfonyl)methyl]phenyl}-1,3,5-triazin-2-amine (70 mg; 0.184 mmol), intermediate 42.1, and 2,4,5-trifluorobenzyl alcohol (123 mg; 0.736 mmol), example 75 was prepared analogously to the procedure for the preparation of example 42. Reactants: CCCCCC=CCC=CCC=CCC=CCCCCC(CCCCCCCCCCCO[Si](c1ccccc1)(c1ccccc1)C(C)(C)C)S(=O)(=O)c1ccccc1, C1CCOC1, CCCC[N+](CCCC)(CCCC)CCCC, [F-], O. Yields the product CCCCCC=CCC=CCC=CCC=CCCCCC(CCCCCCCCCCCO)S(=O)(=O)c1ccccc1. Reaction SMILES: [C:19]([Si:20]([c:21]1[cH:22][cH:23][cH:66][cH:67][cH:68]1)([O:24][CH2:25][CH2:26][CH2:27][CH2:28][CH2:29][CH2:30][CH2:31][CH2:32][CH2:33][CH2:34][CH2:35][CH:36]([CH2:37][CH2:38][CH2:39][CH2:40][CH:41]=[CH:42][CH2:43][CH:44]=[CH:45][CH2:46][CH:47]=[CH:48][CH2:49][CH:50]=[CH:51][CH2:52][CH2:53][CH2:54][CH2:55][CH3:56])[S:57](=[O:58])(=[O:59])[c:60]1[cH:61][cH:62][cH:63][cH:64][cH:65]1)[c:69]1[cH:70][cH:71][cH:72][cH:73][cH:74]1)([CH3:75])([CH3:76])[CH3:77].[CH2:79]1[O:80][CH2:81][CH2:82][CH2:83]1.[CH3:2][CH2:3][CH2:4][CH2:5][N+:6]([CH2:7][CH2:8][CH2:9][CH3:10])([CH2:11][CH2:12][CH2:13][CH3:14])[CH2:15][CH2:16][CH2:17][CH3:18].[F-:1].[OH2:78]>>[OH:24][CH2:25][CH2:26][CH2:27][CH2:28][CH2:29][CH2:30][CH2:31][CH2:32][CH2:33][CH2:34][CH2:35][CH:36]([CH2:37][CH2:38][CH2:39][CH2:40][CH:41]=[CH:42][CH2:43][CH:44]=[CH:45][CH2:46][CH:47]=[CH:48][CH2:49][CH:50]=[CH:51][CH2:52][CH2:53][CH2:54][CH2:55][CH3:56])[S:57](=[O:58])(=[O:59])[c:60]1[cH:61][cH:62][cH:63][cH:64][cH:65]1. Reaction conditions: time 8 hour. RXN SMILES: Cl[C:2]1[C:7]([C:8]([O:10][CH3:11])=[O:9])=[CH:6][N:5]=[C:4]([Cl:12])[CH:3]=1.[O-:13][CH2:14]C.[Na+]>C1COCC1>[Cl:12][C:4]1[CH:3]=[C:2]([O:13][CH3:14])[C:7]([C:8]([O:10][CH3:11])=[O:9])=[CH:6][N:5]=1 |f:1.2|. Isolated yield 34.8%. Run in C1CCOC1 (THF). The reactants are ClC1=CC(=NC=C1C(=O)OC)Cl (methyl 4,6-dichloronicotinate), [O-]CC.[Na+] (sodium ethoxide). The product is ClC1=NC=C(C(=O)OC)C(=C1)OC (methyl 6-chloro-4-methoxynicotinate). Procedure: To a mixture of 500 mg of methyl 4,6-dichloronicotinate and 5.0 mL of THF was added dropwise 157 mg of sodium ethoxide (28 wt % of methanol solution) under cooling in an ice bath. It was warmed to room temperature, followed by stirring overnight. The reaction mixture was concentrated under reduced pressure, and the residue was then purified by silica gel column chromatography to obtain 162 mg of methyl 6-chloro-4-methoxynicotinate as a white solid. The reactants are IC1=NN(C2=CC(=CC=C12)C(=C)C1=CC=CC=C1)COCC[Si](C)(C)C (3-Iodo-6-(1-phenyl-vinyl)-1-[2-(trimethyl-silanyl)-ethoxymethyl]-1H-indazole), C([O-])(O)=O.[Na+] (sodium bicarbonate), E-2-Bromostyrene, C1CCOC1 (THF), [Li]C(C)(C)C (t-BuLi). The reagents and catalysts are C=1C=CC(=CC1)[P](C=2C=CC=CC2)(C=3C=CC=CC3)[Pd]([P](C=4C=CC=CC4)(C=5C=CC=CC5)C=6C=CC=CC6)([P](C=7C=CC=CC7)(C=8C=CC=CC8)C=9C=CC=CC9)[P](C=1C=CC=CC1)(C=1C=CC=CC1)C=1C=CC=CC1 (Pd(PPh3)4), [Cl-].[Zn+2].[Cl-] (zinc chloride). Run at temperature -42 celsius, time 20 minute. Product: C1(=CC=CC=C1)C(=C)C1=CC=C2C(=NN(C2=C1)COCC[Si](C)(C)C)C=CC1=CC=CC=C1 (6-(1-Phenyl-vinyl)-3-styryl-1-[2-(trimethyl-silanyl)-ethoxymethyl]-1H-indazole). The yield is 51.0%. RXN SMILES: [Li][C:2]([CH3:5])([CH3:4])[CH3:3].I[C:7]1[C:15]2[C:10](=[CH:11][C:12]([C:16]([C:18]3[CH:23]=[CH:22][CH:21]=[CH:20][CH:19]=3)=[CH2:17])=[CH:13][CH:14]=2)[N:9]([CH2:24][O:25][CH2:26][CH2:27][Si:28]([CH3:31])([CH3:30])[CH3:29])[N:8]=1.[C:32](=O)(O)[O-].[Na+].[CH2:37]1[CH2:41]OC[CH2:38]1>[Cl-].[Zn+2].[Cl-].C1C=CC([P]([Pd]([P](C2C=CC=CC=2)(C2C=CC=CC=2)C2C=CC=CC=2)([P](C2C=CC=CC=2)(C2C=CC=CC=2)C2C=CC=CC=2)[P](C2C=CC=CC=2)(C2C=CC=CC=2)C2C=CC=CC=2)(C2C=CC=CC=2)C2C=CC=CC=2)=CC=1>[C:18]1([C:16]([C:12]2[CH:11]=[C:10]3[C:15]([C:7]([CH:32]=[CH:3][C:2]4[CH:5]=[CH:41][CH:37]=[CH:38][CH:4]=4)=[N:8][N:9]3[CH2:24][O:25][CH2:26][CH2:27][Si:28]([CH3:31])([CH3:30])[CH3:29])=[CH:14][CH:13]=2)=[CH2:17])[CH:23]=[CH:22][CH:21]=[CH:20][CH:19]=1 |f:2.3,5.6.7,^1:48,50,69,88|. Procedure details: E-2-Bromostyrene (23 μL, 0.174 mmol, 2.5 equiv) was dissolved in THF (1.0 mL) and was cooled to −78° C. t-BuLi (205 μL, 0.348 mmol, 5.00 equiv) was added and the mixture was warmed to −42° C. for 7 min to give a deep red mixture. The solution was added to freshly dried zinc chloride (29 mg, 0.209 mmol, 3.00 equiv) via cannula and the mix was allowed to warm to 23° C. with stirring for 20 min. This solution was added to a neat mixture of 3-Iodo-6-(1-phenyl-vinyl)-1-[2-(trimethyl-silanyl)-ethoxyme... Reactants: COC1=CC=CC2=C1CC(C=1C(=NC=CC1)O2)=C=CC=O (3-(5,11-Dihydro-7-methoxy[1]benzoxepino[2,3-b]pyridin-5-ylidene)propenaldehyde), C(C)(=O)O[BH-](OC(C)=O)OC(C)=O.[Na+] (sodium triacetoxyborohydride), ClC1=CC=C(C=C1)C1(CCNCC1)O (4-(4-chlorophenyl)-4-hydroxypiperidine), C(C)(=O)O (acetic acid). Solvent: C(C)(=O)OCC (ethyl acetate), O (Water), ClCCl (dichloromethane). Run at time 24 hour. Product: ClC1=CC=C(C=C1)C1(CCN(CC1)C(=C)CC=C1CC2=C(OC3=NC=CC=C31)C=CC=C2OC)O (4-(4-chlorophenyl)-1-[4-(5,11-dihydro-7-methoxy[1]benzoxepino[2,3-b]pyridin-5-ylidene)buten-2-yl]piperidin-4-ol). The yield is 69.8%. As a reaction SMILES: [CH3:1][O:2][C:3]1[C:8]2[CH2:9][C:10](=[C:18]=[CH:19][CH:20]=O)[C:11]3[C:12]([O:17][C:7]=2[CH:6]=[CH:5][CH:4]=1)=[N:13][CH:14]=[CH:15][CH:16]=3.[C:22](O[BH-](OC(=O)C)OC(=O)C)(=O)C.[Na+].[Cl:36][C:37]1[CH:42]=[CH:41][C:40]([C:43]2([OH:49])[CH2:48][CH2:47][NH:46][CH2:45][CH2:44]2)=[CH:39][CH:38]=1.C(O)(=O)C>ClCCl.C(OCC)(=O)C.O>[Cl:36][C:37]1[CH:42]=[CH:41][C:40]([C:43]2([OH:49])[CH2:44][CH2:45][N:46]([C:20]([CH2:19][CH:18]=[C:10]3[C:11]4[C:12](=[N:13][CH:14]=[CH:15][CH:16]=4)[O:17][C:7]4[CH:6]=[CH:5][CH:4]=[C:3]([O:2][CH3:1])[C:8]=4[CH2:9]3)=[CH2:22])[CH2:47][CH2:48]2)=[CH:39][CH:38]=1 |f:1.2|. Reported procedure: To a solution of the product of step 1 (90 mg) in dichloromethane (6 ml) were added sodium triacetoxyborohydride (170 mg), 4-(4-chlorophenyl)-4-hydroxypiperidine (70 mg) and acetic acid (0.02 ml) and the mixture stirred at room temperature for 24 hour. Water and ethyl acetate were added to the reaction mixture, the organic layer was separated and washed with saturated aqueous sodium chloride, and dried with magnesium sulfate. The solvent was distilled off under reduced pressure. The residue was ...